From a dataset of the Open Reaction Database (ORD), a public repository of structured organic reaction records. describe an organic reaction: reactants, conditions, products, and yield The reactants are BrC(Br)(Br)Br, COC1CC(C=O)C(OC)O1, ClCCl, c1ccc(P(c2ccccc2)c2ccccc2)cc1. Product: COC1CC(C=C(Br)Br)C(OC)O1. As a reaction SMILES: [Br:20][C:21]([Br:22])([Br:23])[Br:24].[CH3:25][O:26][CH:27]1[O:28][CH:29]([O:34][CH3:35])[CH2:30][CH:31]1[CH:32]=[O:33].[Cl:36][CH2:37][Cl:38].[c:1]1([P:2]([c:3]2[cH:4][cH:5][cH:6][cH:7][cH:8]2)[c:9]2[cH:10][cH:11][cH:12][cH:13][cH:14]2)[cH:15][cH:16][cH:17][cH:18][cH:19]1>>[Br:20][C:21]([Br:24])=[CH:32][CH:31]1[CH:27]([O:26][CH3:25])[O:28][CH:29]([O:34][CH3:35])[CH2:30]1.